The task is: describe an organic reaction: reactants, conditions, products, and yield. This data is from the Open Reaction Database (ORD), a public repository of structured organic reaction records. Reactants: ClC=1C=C(C=CC1[N+](=O)[O-])N1CCN(CC1)CC (1-(3-chloro-4-nitro-phenyl)-4-ethyl-piperazine). The reagents and catalysts are [Ni] (Raney Nickel). Solvent: CO (MeOH). Reaction conditions: time 8 hour. Yields the product ClC1=C(C=CC(=C1)N1CCN(CC1)CC)N (2-Chloro-4-(4-ethyl-piperazin-1-yl)-phenylamine). As a reaction SMILES: [Cl:1][C:2]1[CH:3]=[C:4]([N:11]2[CH2:16][CH2:15][N:14]([CH2:17][CH3:18])[CH2:13][CH2:12]2)[CH:5]=[CH:6][C:7]=1[N+:8]([O-])=O>[Ni].CO>[Cl:1][C:2]1[CH:3]=[C:4]([N:11]2[CH2:16][CH2:15][N:14]([CH2:17][CH3:18])[CH2:13][CH2:12]2)[CH:5]=[CH:6][C:7]=1[NH2:8]. Procedure: A suspension of 1-(3-chloro-4-nitro-phenyl)-4-ethyl-piperazine (1 g, 3.7 mmol) and Raney Nickel (0.1 g) in MeOH (20 mL) is stirred for 8 h at RT, under a hydrogen atmosphere. The reaction mixture is filtered through a pad of celite and concentrated. The residue is purified by silica gel column chromatography (DCM/MeOH+1% NH3aq, 95:5) to afford the title compound as an off-white solid: ESI-MS: 240.1/242.1 [MH]+; tR=0.90 min (system 1); TLC: Rf=0.46 (DCM/MeOH+1% NH3aq, 95:5). Reactants: C(C)OC(=O)C1=CC=C(C2=CC=CC=C12)F (4-fluoronaphthalene-1-carboxylic acid ethyl ester), N1CCCC1 (pyrrolidine). Conditions: time 5 minute. Yields the product C(C)OC(=O)C1=CC=C(C2=CC=CC=C12)N1CCCC1 (4-Pyrrolidin-1-ylnaphthalene-1-carboxylic acid ethyl ester). Yield: 70.0%. RXN SMILES: [CH2:1]([O:3][C:4]([C:6]1[C:15]2[C:10](=[CH:11][CH:12]=[CH:13][CH:14]=2)[C:9](F)=[CH:8][CH:7]=1)=[O:5])[CH3:2].[NH:17]1[CH2:21][CH2:20][CH2:19][CH2:18]1>>[CH2:1]([O:3][C:4]([C:6]1[C:15]2[C:10](=[CH:11][CH:12]=[CH:13][CH:14]=2)[C:9]([N:17]2[CH2:21][CH2:20][CH2:19][CH2:18]2)=[CH:8][CH:7]=1)=[O:5])[CH3:2]. Reported procedure: 154BG85-11 (156 mg, 0.7 mmol) was transferred to a Pyrex tube and pyrrolidine (1 mL) was added. The tube was capped and the reaction tube was exposed to microwave irradiation (100° C., 3 min). The microwave exposure was repeated for 5 min at 130° C. The pyrrolidine was evaporated and the reaction mixture was transferred to a separation funnel with ethyl acetate and washed with 2 M NaOH. The aqueous phase was acidified with 2 M HCl and extracted with ethyl acetate. The organic phases were collect... The reactants are C(C)(C)O (isopropanol), BrC1=CC(=C(C=C1)OC)OCC (4-bromo-2-ethoxy-1-methoxy-benzene), C(CCC)[Li] (n-butyllithium), COC=1C=C(C=O)C=CC1 (3-methoxy-benzaldehyde). The solvent is C1CCOC1 (THF), C1CCOC1 (THF), O (water). Conditions: temperature -78 celsius, time 20 minute. Yields the product C(C)OC=1C=C(C=CC1OC)C(O)C1=CC(=CC=C1)OC ((3-ethoxy-4-methoxy-phenyl)-(3-methoxy-phenyl)-methanol). Isolated yield 90.0%. As a reaction SMILES: Br[C:2]1[CH:7]=[CH:6][C:5]([O:8][CH3:9])=[C:4]([O:10][CH2:11][CH3:12])[CH:3]=1.C([Li])CCC.[CH3:18][O:19][C:20]1[CH:21]=[C:22]([CH:25]=[CH:26][CH:27]=1)[CH:23]=[O:24].C(O)(C)C>C1COCC1.O>[CH2:11]([O:10][C:4]1[CH:3]=[C:2]([CH:23]([C:22]2[CH:25]=[CH:26][CH:27]=[C:20]([O:19][CH3:18])[CH:21]=2)[OH:24])[CH:7]=[CH:6][C:5]=1[O:8][CH3:9])[CH3:12]. Procedure details: A stirred mixture of 4-bromo-2-ethoxy-1-methoxy-benzene (1.88 g, 8.1 mmol) and dry THF (15 mL) was cooled to −78° C., evacuated and refilled with nitrogen for 10 cycles. To this clear solution was slowly added n-butyllithium (3.3 mL, 8.1 mmol) and stirred for 20 min. Then a mixture of 3-methoxy-benzaldehyde (1.01 g, 7.4 mmol) in dry THF (10 mL) was added and stirred for 1 hour at −78° C. The mixture was quenched with isopropanol (3.4 mL, 44 mmol) and added water (10 mL). The mixture was extracte... The solvent is TBF, [OH-].[Na+] (NaOH), [OH-].[Na+] (sodium hydroxide). Procedure details: 3-Methoxycarbonylmethylpiperazine-1-carboxylic acid tert-butyl ester (6.0 g) was dissolved in TBF (60 ml) and 1N sodium hydroxide solution (60 ml) and stirred at room temperature for 6 hours. The solution was then cooled to 5° C. and adjusted to pH 9-10 by the addition of 10% hydrochloric acid. Nα(9-Fluorenylmethoxycarbonyl chloride (6.05 g) was then added portionwise, maintaining the pH at 9-10 by the addition of 1N NaOH solution. The reaction mixture was stirred at 5° C. for 16 hours. The solu... The reactants are C(C)(C)(C)OC(=O)N1CC(NCC1)CC(=O)OC (3-Methoxycarbonylmethylpiperazine-1-carboxylic acid tert-butyl ester), C1=CC=CC=2C3=CC=CC=C3C(C12)COC(=O)Cl (9-Fluorenylmethoxycarbonyl chloride), Cl (hydrochloric acid), Cl (hydrochloric acid). As a reaction SMILES: [C:1]([O:5][C:6]([N:8]1[CH2:13][CH2:12][NH:11][CH:10]([CH2:14][C:15]([O:17]C)=[O:16])[CH2:9]1)=[O:7])([CH3:4])([CH3:3])[CH3:2].Cl.[CH:20]1[C:32]2[CH:31]([CH2:33][O:34][C:35](Cl)=[O:36])[C:30]3[C:25](=[CH:26][CH:27]=[CH:28][CH:29]=3)[C:24]=2[CH:23]=[CH:22][CH:21]=1>[OH-].[Na+]>[CH:20]1[C:32]2[CH:31]([CH2:33][O:34][C:35]([N:11]3[CH2:12][CH2:13][N:8]([C:6]([O:5][C:1]([CH3:2])([CH3:3])[CH3:4])=[O:7])[CH2:9][CH:10]3[CH2:14][C:15]([OH:17])=[O:16])=[O:36])[C:30]3[C:25](=[CH:26][CH:27]=[CH:28][CH:29]=3)[C:24]=2[CH:23]=[CH:22][CH:21]=1 |f:3.4|. Yields the product C1=CC=CC=2C3=CC=CC=C3C(C12)COC(=O)N1C(CN(CC1)C(=O)OC(C)(C)C)CC(=O)O ((RS)-2-Carboxymethylpiperazine-1,4-dicarboxylic acid 4-tert-butyl ester 1-(9H-fluoren-9-ylmethyl) ester), foam. Run at temperature 5 celsius, time 16 hour. Starting materials: CCOC(=O)CP(=O)(OCC)OCC, CN(C)C=O, [H-], [Na+], [Na+], O=S(=O)([O-])O, O=C1CCC(c2ccccc2)CC1. Yields the product CCOC(=O)C=C1CCC(c2ccccc2)CC1. Reaction SMILES: [CH3:16][CH2:17][O:18][C:19](=[O:20])[CH2:21][P:22]([O:23][CH2:24][CH3:25])([O:26][CH2:27][CH3:28])=[O:29].[CH3:36][N:37]([CH3:38])[CH:39]=[O:40].[H-:15].[Na+:14].[Na+:35].[S:30](=[O:31])(=[O:32])([OH:33])[O-:34].[c:1]1([CH:7]2[CH2:8][CH2:9][C:10](=[O:13])[CH2:11][CH2:12]2)[cH:2][cH:3][cH:4][cH:5][cH:6]1>>[c:1]1([CH:7]2[CH2:8][CH2:9][C:10](=[CH:21][C:19]([O:18][CH2:17][CH3:16])=[O:20])[CH2:11][CH2:12]2)[cH:2][cH:3][cH:4][cH:5][cH:6]1. The reactants are Cl.N[C@H](CC1=CC=CC=C1)C(=O)O (D-phenylalanine hydrochloride), Example 8. The solvent is O (water). The product is N[C@H](CC1=CC=CC=C1)C(=O)O (D-phenylalanine). RXN SMILES: Cl.[NH2:2][C@@H:3]([C:11]([OH:13])=[O:12])[CH2:4][C:5]1[CH:10]=[CH:9][CH:8]=[CH:7][CH:6]=1>O>[NH2:2][C@@H:3]([C:11]([OH:13])=[O:12])[CH2:4][C:5]1[CH:10]=[CH:9][CH:8]=[CH:7][CH:6]=1 |f:0.1|. Procedure details: The D-phenylalanine hydrochloride having an optical purity of 99.2% which was obtained in Example 8 (74.8 mmol) was dissolved in 70 ml of pure water at 30° C., and the solution was neutralized to a pH of about 5.5 with a 20% NaOH aqueous solution for crystallization. The slurry containing the precipitated crystals was cooled to room temperature, followed by filtration by suction to give 61.4 mmol of D-phenylalanine having an optical purity of 99.9%. Reactants: C1(=CC=CC=C1)C(O)(C1=CC=CC=C1)C1=CC=CC=C1 (Triphenylmethanol), Cl.NCCS (2-aminoethanethiol hydrochloride). Solvent: FC(C(=O)O)(F)F (trifluroacetic acid). Run at time 40 minute. The product is C(C1=CC=CC=C1)(C1=CC=CC=C1)(C1=CC=CC=C1)SCCN (2-Tritylsulfanyl-ethylamine). The yield is 85.0%. RXN SMILES: [C:1]1([C:7]([C:15]2[CH:20]=[CH:19][CH:18]=[CH:17][CH:16]=2)([C:9]2[CH:14]=[CH:13][CH:12]=[CH:11][CH:10]=2)O)[CH:6]=[CH:5][CH:4]=[CH:3][CH:2]=1.Cl.[NH2:22][CH2:23][CH2:24][SH:25]>FC(F)(F)C(O)=O>[C:7]([S:25][CH2:24][CH2:23][NH2:22])([C:15]1[CH:20]=[CH:19][CH:18]=[CH:17][CH:16]=1)([C:9]1[CH:14]=[CH:13][CH:12]=[CH:11][CH:10]=1)[C:1]1[CH:6]=[CH:5][CH:4]=[CH:3][CH:2]=1 |f:1.2|. Procedure: Triphenylmethanol (22.9 g, 88 mmol) was added to a solution of 2-aminoethanethiol hydrochloride in trifluroacetic acid (TFA, 40 mL). The resulting solution was stirred at room temperature for about 40 min. The TFA was then removed under reduced pressure and the residue was triturated with diethyl ether. The white precipitate that formed was filtered, partitioned with aqueous NaOH (40 mL, 1N), and extracted with ethyl acetate (3×50 mL). The combined organic layers were dried over Na2SO4. The prod...